This data is from the Open Reaction Database (ORD), a public repository of structured organic reaction records. The task is: describe an organic reaction: reactants, conditions, products, and yield The reactants are C(C)C1=CC=C2CC(C(C2=C1)=O)=O (6-Ethyl-indan-1,2-dione), N/C(=C(/C#N)\N)/C#N (diaminomaleonitrile), CC(C)O (iPrOH). Reaction conditions: temperature 80 celsius, time 20 hour. Product: C(C)C=1C=CC=2C(C=3C(=NC(=C(N3)C#N)C#N)C2C1)=O (6-ethyl-9-oxo-9H-indeno[1,2-b]pyrazine-2,3-dicarbonitrile), 7-ethyl. RXN SMILES: [CH2:1]([C:3]1[CH:11]=[C:10]2[C:6]([CH2:7][C:8](=O)[C:9]2=O)=[CH:5][CH:4]=1)[CH3:2].[NH2:14]/[C:15](/[C:20]#[N:21])=[C:16](\[NH2:19])/[C:17]#[N:18].CC([OH:25])C>>[CH2:1]([C:3]1[CH:4]=[CH:5][C:6]2[C:7](=[O:25])[C:8]3[C:9]([C:10]=2[CH:11]=1)=[N:14][C:15]([C:20]#[N:21])=[C:16]([C:17]#[N:18])[N:19]=3)[CH3:2]. Procedure: A suspension of 29c (298 mg, 1.71 mmol) and diaminomaleonitrile (185 mg, 1.71 mmol) in iPrOH (17 ml) was stirred at 80° C. for 20 h. The solvent was evaporated under reduced pressure and the crude was purified by flash chromatography (CH2Cl2). The obtained product was purified by preparative HPLC, obtaining 32 as yellow solid as 7:3 regioisomeric mixture with the 7-ethyl analogue. 1H NMR (300 MHz, CDCl3): main product: δ 7.95 (d, 1H), 7.80 (m, 1H), 7.67 (bd, 1H), 2.83 (q, 2H), 1.33 (t, 3H); mino... Starting materials: COC(CCCCCCCC1OC(CC1)CCC(CCCCC)=O)=O (8-[5-(3-Oxooctyl)-tetrahydro-2-furyl]-octanoic acid methyl ester), C([O-])([O-])=O.[K+].[K+] (potassium carbonate). Solvent: CO (methanol). The product is O=C(CCC1CCC(O1)CCCCCCCC(=O)O)CCCCC (8-[5-(3-Oxooctyl)-tetrahydro-2-furyl]-octanoic acid). As a reaction SMILES: C[O:2][C:3](=[O:25])[CH2:4][CH2:5][CH2:6][CH2:7][CH2:8][CH2:9][CH2:10][CH:11]1[CH2:15][CH2:14][CH:13]([CH2:16][CH2:17][C:18](=[O:24])[CH2:19][CH2:20][CH2:21][CH2:22][CH3:23])[O:12]1.C(=O)([O-])[O-].[K+].[K+]>CO>[O:24]=[C:18]([CH2:19][CH2:20][CH2:21][CH2:22][CH3:23])[CH2:17][CH2:16][CH:13]1[O:12][CH:11]([CH2:10][CH2:9][CH2:8][CH2:7][CH2:6][CH2:5][CH2:4][C:3]([OH:25])=[O:2])[CH2:15][CH2:14]1 |f:1.2.3|. Procedure details: VIII (1.77 g, 0.00500 mole), methanol (20 ml), and 20% aqueous potassium carbonate (10 ml) were stirred and heated under reflux for 2.5 hours. The methanol was removed fron a water bath (60° C, 100 mm Hg). The residue was diluted with water (25 ml) and washed with ether (25 ml). The resulting clear solution was acidified to pH 5-6 with acetic acid. The emulsion being formed was extracted with ether (25 + 25 ml). The combined ethereal extracts were dried over sodium sulfate and evaporated from a ... Reactants: BrC=1C=2N(C=CC1)N=C(C2)NC(=O)C2CC2 (N-(4-Bromopyrazolo[1,5-a]pyridin-2-yl)cyclopropanecarboxamide), CC1(OB(OC1(C)C)C1=CC=C(O[C@H]2CN(CC2)C(=O)OC(C)(C)C)C=C1)C ((R)-tert-butyl 3-(4-(4,4,5,5-tetramethyl-1,3,2-dioxaborolan-2-yl)phenoxy)pyrrolidine-1-carboxylate), PdCl2dppf, C(=O)([O-])[O-].[Na+].[Na+] (Na2CO3), O (water). The solvent is O1CCOCC1 (1,4-dioxane). Product: C1(CC1)C(=O)NC1=NN2C(C(=CC=C2)C2=CC=C(O[C@H]3CN(CC3)C(=O)OC(C)(C)C)C=C2)=C1 ((R)-tert-Butyl 3-(4-(2-(cyclopropanecarboxamido)pyrazolo[1,5-a]pyridin-4-yl)phenoxy)pyrrolidine-1-carboxylate). RXN SMILES: Br[C:2]1[C:3]2[N:4]([N:8]=[C:9]([NH:11][C:12]([CH:14]3[CH2:16][CH2:15]3)=[O:13])[CH:10]=2)[CH:5]=[CH:6][CH:7]=1.CC1(C)C(C)(C)OB([C:25]2[CH:43]=[CH:42][C:28]([O:29][C@@H:30]3[CH2:34][CH2:33][N:32]([C:35]([O:37][C:38]([CH3:41])([CH3:40])[CH3:39])=[O:36])[CH2:31]3)=[CH:27][CH:26]=2)O1.C([O-])([O-])=O.[Na+].[Na+].O>O1CCOCC1>[CH:14]1([C:12]([NH:11][C:9]2[CH:10]=[C:3]3[C:2]([C:25]4[CH:43]=[CH:42][C:28]([O:29][C@@H:30]5[CH2:34][CH2:33][N:32]([C:35]([O:37][C:38]([CH3:39])([CH3:40])[CH3:41])=[O:36])[CH2:31]5)=[CH:27][CH:26]=4)=[CH:7][CH:6]=[CH:5][N:4]3[N:8]=2)=[O:13])[CH2:16][CH2:15]1 |f:2.3.4|. Procedure: N-(4-Bromopyrazolo[1,5-a]pyridin-2-yl)cyclopropanecarboxamide (265 mg, 0.95 mmol), (R)-tert-butyl 3-(4-(4,4,5,5-tetramethyl-1,3,2-dioxaborolan-2-yl)phenoxy)pyrrolidine-1-carboxylate (442 mg, 1.14 mmol), PdCl2dppf (39 mg, 0.047 mmol) and Na2CO3 (501 mg, 4.73 mmol) were stirred in 1,4-dioxane (15 ml) and water (3 ml) and heated at 100° C. for 2 h. The reaction mixture was cooled to room temperature and filtered through celite. The residue was partitioned between EtOAc and water and the aqueous pha... Reactants: Intermediate 137, COC=1C=C(N)C=CC1 (3-methoxyaniline), C(CCC)=O (butyraldehyde). Product: C(CCC)NC1=CC(=CC=C1)OC (N-Butyl-3-methoxyaniline). Yield: 96.2%. As a reaction SMILES: [CH3:1][O:2][C:3]1[CH:4]=[C:5]([CH:7]=[CH:8][CH:9]=1)[NH2:6].[CH:10](=O)[CH2:11][CH2:12][CH3:13]>>[CH2:10]([NH:6][C:5]1[CH:7]=[CH:8][CH:9]=[C:3]([O:2][CH3:1])[CH:4]=1)[CH2:11][CH2:12][CH3:13]. Procedure details: Following a procedure analogous to that for the synthesis of Intermediate 137, 3-methoxyaniline (460 μl, 4.06 mmol) and butyraldehyde (360 μL, 4.06 mmol) were converted to the title compound (700 mg, 88%). 1H NMR (CDCl3) δ 7.36-7.20 (m, 1H), 6.56-6.32 (m, 3H), 4.02-3.95 (m, 3H), 3.87 (br s, 1H), 3.30 (t, J=7.0 Hz, 2H), 1.86-1.71 (m, 2H), 1.71-1.58 (m, 2H), 1.19-1.10 (m, 3H); MS(ESI+) m/z 179.9 (M+H)+. Reactants: CC(C)(C)OC(=O)NCC(C)(C)SCc1ccccc1, N, [Na]. Product: CC(C)(S)CNC(=O)OC(C)(C)C. Reaction SMILES: [CH2:1]([c:2]1[cH:3][cH:4][cH:5][cH:6][cH:7]1)[S:8][C:9]([CH2:10][NH:11][C:12]([O:13][C:14]([CH3:15])([CH3:16])[CH3:17])=[O:18])([CH3:19])[CH3:20].[NH3:21].[Na:22]>>[SH:8][C:9]([CH2:10][NH:11][C:12]([O:13][C:14]([CH3:15])([CH3:16])[CH3:17])=[O:18])([CH3:19])[CH3:20]. Starting materials: S(=O)(=O)(Cl)Cl (sulfuryl chloride), ClCC(=O)N1C=2C(C(NC3=C1C=CC=C3)=O)=CSC2 (4-chloroacetyl-9,10-dihydro-4H-thieno[3,4-b][1,5]benzodiazepin-10-one). The solvent is C(Cl)Cl (methylene chloride), C(Cl)Cl (methylene chloride). Reaction conditions: time 12 hour. Product: ClC=1SC=C2C1N(C1=C(NC2=O)C=CC=C1)C(CCl)=O (3-chloro-4-chloroacetyl-9,10-dihydro-4H-thieno[3,4-b][1,5]benzodiazepin-10-one). RXN SMILES: S(Cl)([Cl:4])(=O)=O.[Cl:6][CH2:7][C:8]([N:10]1[C:16]2[CH:17]=[CH:18][CH:19]=[CH:20][C:15]=2[NH:14][C:13](=[O:21])[C:12]2=[CH:22][S:23][CH:24]=[C:11]12)=[O:9]>C(Cl)Cl>[Cl:4][C:24]1[S:23][CH:22]=[C:12]2[C:13](=[O:21])[NH:14][C:15]3[CH:20]=[CH:19][CH:18]=[CH:17][C:16]=3[N:10]([C:8](=[O:9])[CH2:7][Cl:6])[C:11]=12. Procedure details: 5 ml of sulfuryl chloride in 100 ml methylene chloride are added dropwise to a solution of 12 g of 4-chloroacetyl-9,10-dihydro-4H-thieno[3,4-b][1,5]benzodiazepin-10-one in 300 ml of methylene chloride at 20° C. The mixture is left to stand at room temperature for a further 12 hours and is then extracted by shaking it with sodium bicarbonate solution and washing it with water; the organic phase is dried and concentrated. The residue is made to crystallize with a little methanol. 7 g of 3-chloro-4... Starting materials: C[Si](Cl)(C)C (trimethylchlorosilane), N (ammonia). Product: C[Si](C)(C)N[Si](C)(C)C (HMDS). RXN SMILES: [CH3:1][Si:2]([CH3:5])([CH3:4])Cl.[NH3:6]>>[CH3:1][Si:2]([NH:6][Si:2]([CH3:5])([CH3:4])[CH3:1])([CH3:5])[CH3:4]. Reported procedure: In a summary of the process shown in FIG. 1, liquid trimethylchlorosilane (TMCS) and gaseous ammonia are fed to the first of a set of two or more reactors where they combine to form "crude" HMDS and an ammonium chloride by-product slurry. As set forth below, the first stage of the set of two or more reactors is a high shear vessel in which the TMCS and ammonia mixture is subjected to continuous high shear agitation in a recirculating reactor loop. Ammonium chloride produced as a by-product is in...